This data is from the Open Reaction Database (ORD), a public repository of structured organic reaction records. The task is: describe an organic reaction: reactants, conditions, products, and yield Starting materials: C1CCOC1, C[S-], CCOC(C)=O, N#Cc1ccnc(Cl)n1, [Na+], O. Yields the product CSc1nccc(C#N)n1. As a reaction SMILES: [CH2:13]1[O:14][CH2:15][CH2:16][CH2:17]1.[CH3:10][S-:11].[CH3:18][CH2:19][O:20][C:21](=[O:22])[CH3:23].[Cl:1][c:2]1[n:3][c:4]([C:8]#[N:9])[cH:5][cH:6][n:7]1.[Na+:12].[OH2:24]>>[c:2]1([S:11][CH3:10])[n:3][c:4]([C:8]#[N:9])[cH:5][cH:6][n:7]1. Starting materials: NC=1C=CC(=C(C1)[C@]1(N=C(OC[C@@H]1F)N)C)F ((4R,5R)-4-(5-amino-2-fluoro-phenyl)-5-fluoro-4-methyl-5,6-dihydro-4H-[1,3]oxazin-2-ylamine), CN1N=C(C=C1C)C(=O)O (1,5-dimethyl-1H-pyrazole-3-carboxylic acid). The product is NC=1OC[C@@H]([C@@](N1)(C)C=1C=C(C=CC1F)NC(=O)C1=NN(C(=C1)C)C)F (1,5-Dimethyl-1H-pyrazole-3-carboxylic acid [3-((4R,5R)-2-amino-5-fluoro-4-methyl-5,6-dihydro-4H-[1,3]oxazin-4-yl)-4-fluoro-phenyl]-amide). As a reaction SMILES: [NH2:1][C:2]1[CH:3]=[CH:4][C:5]([F:17])=[C:6]([C@:8]2([CH3:16])[C@@H:13]([F:14])[CH2:12][O:11][C:10]([NH2:15])=[N:9]2)[CH:7]=1.[CH3:18][N:19]1[C:23]([CH3:24])=[CH:22][C:21]([C:25](O)=[O:26])=[N:20]1>>[NH2:15][C:10]1[O:11][CH2:12][C@H:13]([F:14])[C@:8]([C:6]2[CH:7]=[C:2]([NH:1][C:25]([C:21]3[CH:22]=[C:23]([CH3:24])[N:19]([CH3:18])[N:20]=3)=[O:26])[CH:3]=[CH:4][C:5]=2[F:17])([CH3:16])[N:9]=1. Procedure: The condensation of (4R,5R)-4-(5-amino-2-fluoro-phenyl)-5-fluoro-4-methyl-5,6-dihydro-4H-[1,3]oxazin-2-ylamine (intermediate A8.2) and 1,5-dimethyl-1H-pyrazole-3-carboxylic acid (CAS 5744-59-2) following procedure I yielded the title compound as a white solid. MS (ISP): m/z=364.3 [M+H]+. Reported procedure: To 5.00 g of 3-(2,5-difluoro-4-nitrophenyl)-1-methyl-5-(trifluoromethyl)-1H-pyrazole dissolved in 50 ml of acetic acid was added 15 ml of sulfuryl chloride. The mixture was mildly refluxed with 2 ml portions of sulfuryl chloride added every 15 minutes. After 6 hours, the mixture was cooled, then diluted with water and extracted with ether. The ether was washed 3 times with water, dried with anhydrous magnesium sulfate, filtered and concentrated. The residue was chromatographed to give a quantita... Reactants: S(=O)(=O)(Cl)Cl (sulfuryl chloride), FC1=C(C=C(C(=C1)[N+](=O)[O-])F)C1=NN(C(=C1)C(F)(F)F)C (3-(2,5-difluoro-4-nitrophenyl)-1-methyl-5-(trifluoromethyl)-1H-pyrazole), S(=O)(=O)(Cl)Cl (sulfuryl chloride). Run at time 6 hour. Yields the product ClC=1C(=NN(C1C(F)(F)F)C)C1=C(C=C(C(=C1)F)[N+](=O)[O-])F (4-chloro-3-(2,5-difluoro-4-nitrophenyl)-1-methyl-5-(trifluoromethyl)-1H-pyrazole). The solvent is O (water), C(C)(=O)O (acetic acid). As a reaction SMILES: [F:1][C:2]1[CH:7]=[C:6]([N+:8]([O-:10])=[O:9])[C:5]([F:11])=[CH:4][C:3]=1[C:12]1[CH:16]=[C:15]([C:17]([F:20])([F:19])[F:18])[N:14]([CH3:21])[N:13]=1.S(Cl)([Cl:25])(=O)=O>C(O)(=O)C.O>[Cl:25][C:16]1[C:12]([C:3]2[CH:4]=[C:5]([F:11])[C:6]([N+:8]([O-:10])=[O:9])=[CH:7][C:2]=2[F:1])=[N:13][N:14]([CH3:21])[C:15]=1[C:17]([F:18])([F:19])[F:20]. Reactants: BrC=1C=CC(=NC1)C(=O)OC(C)(C)C (tert-butyl 5-bromopicolinate), CN(C)C=O (DMF), C(=O)([O-])[O-].[Cs+].[Cs+] (Cs2CO3), N1=CC(=CC=C1)B(O)O (pyridin-3-yl boronic acid). Reagents/catalysts: C1=CC=C(C=C1)P([C-]2C=CC=C2)C3=CC=CC=C3.C1=CC=C(C=C1)P([C-]2C=CC=C2)C3=CC=CC=C3.[Fe+2] (dppf), Cl[Cu] (CuCl). The solvent is O (H2O). Reaction conditions: temperature 110 celsius, time 8 hour. Product: N1=CC(=CC=C1C(=O)OC(C)(C)C)C=1C=NC=CC1 (tert-Butyl 3,3′-bipyridine-6-carboxylate). As a reaction SMILES: Br[C:2]1[CH:3]=[CH:4][C:5]([C:8]([O:10][C:11]([CH3:14])([CH3:13])[CH3:12])=[O:9])=[N:6][CH:7]=1.CN(C=O)C.C([O-])([O-])=O.[Cs+].[Cs+].[N:26]1[CH:31]=[CH:30][CH:29]=[C:28](B(O)O)[CH:27]=1>O.C1C=CC(P(C2C=CC=CC=2)[C-]2C=CC=C2)=CC=1.C1C=CC(P(C2C=CC=CC=2)[C-]2C=CC=C2)=CC=1.[Fe+2].Cl[Cu]>[N:6]1[C:5]([C:8]([O:10][C:11]([CH3:14])([CH3:13])[CH3:12])=[O:9])=[CH:4][CH:3]=[C:2]([C:28]2[CH:27]=[N:26][CH:31]=[CH:30][CH:29]=2)[CH:7]=1 |f:2.3.4,7.8.9|. Procedure: Into a solution of tert-butyl 5-bromopicolinate (3.5 g, 13.56 mmol) in DMF (40 ml) Pd(OAc)2 (0.152 g, 0.68 mmol), dppf (0.753 g, 1.37 mmol), CuCl (1.4 g, 13.57 mmol), Cs2CO3 (8.9 g, 27.13 mmol) and pyridin-3-yl boronic acid (3.4 g, 27.13 mmol) were added under inert atmosphere. The reaction mixture was stirred at 110° C. overnight and diluted with H2O. The mixture was filtered through a celite bed, and the filtrate was extracted with EtOAc. The organic layer was concentrated. Yield 1.75 g. 1H-NM... Starting materials: O=[N+]([O-])c1cn(CC2CO2)c(Cl)n1, CC(C)(C)OC(=O)N1CCNCC1, CN(C)C=O, O. Product: CC(C)(C)OC(=O)N1CCN(CC(O)Cn2cc([N+](=O)[O-])nc2Cl)CC1. As a reaction SMILES: [Cl:1][c:2]1[n:3]([CH2:10][CH:11]2[O:12][CH2:13]2)[cH:4][c:5]([N+:7](=[O:8])[O-:9])[n:6]1.[N:14]1([C:20](=[O:21])[O:22][C:23]([CH3:24])([CH3:25])[CH3:26])[CH2:15][CH2:16][NH:17][CH2:18][CH2:19]1.[O:27]=[CH:28][N:29]([CH3:30])[CH3:31].[OH2:32]>>[Cl:1][c:2]1[n:3]([CH2:10][CH:11]([OH:12])[CH2:13][N:17]2[CH2:16][CH2:15][N:14]([C:20](=[O:21])[O:22][C:23]([CH3:24])([CH3:25])[CH3:26])[CH2:19][CH2:18]2)[cH:4][c:5]([N+:7](=[O:8])[O-:9])[n:6]1. The reactants are NNC(=O)N.COC1=C(C=C(C=C1)C)C(C=O)CCCCCC (2-(2-Methoxy-5-methylphenyl)octanal semicarbazide), CC(C)([O-])C.[K+] (potassium t-butoxide), C=1(C(=CC=CC1)C)C (xylene), ice water. Yields the product CC(CCCCCC)(C)C1=C(C=CC=C1)COC (2-(1,1-dimethylheptyl)-1-methoxymethylbenzene). As a reaction SMILES: NN[C:3](N)=O.[CH3:6][O:7][C:8]1[CH:13]=[CH:12][C:11](C)=[CH:10][C:9]=1C(CCCCCC)C=O.[CH3:24][C:25]([CH3:28])([O-])[CH3:26].[K+].[C:30]1(C)[C:31](C)=[CH:32]C=[CH:34][CH:35]=1>>[CH3:24][C:25]([C:28]1[CH:13]=[CH:12][CH:11]=[CH:10][C:9]=1[CH2:8][O:7][CH3:6])([CH3:3])[CH2:26][CH2:34][CH2:35][CH2:30][CH2:31][CH3:32] |f:0.1,2.3|. Reported procedure: 2-(2-Methoxy-5-methylphenyl)octanal semicarbazide (64.7 g, 0.203 mol), potassium t-butoxide (47.8 g, 0.43 mol) and xylene (600 ml) were mixed, and this solution was refluxed under heating for 2.5 hours. This reaction mixture was poured into ice water (200 ml) to stop the reaction. The aqueous layer was extracted 3 times with toluene (120 ml). The organic layer was washed 3 times with saturated brine (100 ml) and dried over anhydrous magnesium sulfate. The drying agent was filtered off, and the f... Solvent: C(C)#N (acetonitrile). RXN SMILES: [OH:1][N:2]1[C:6]([O:7][CH3:8])=[N:5][NH:4][C:3]1=[O:9].[CH3:10][O:11][C:12]([C:14]1[CH:19]=[CH:18][CH:17]=[CH:16][C:15]=1[S:20]([N:23]=[C:24]=[O:25])(=[O:22])=[O:21])=[O:13]>C(#N)C>[OH:1][N:2]1[CH:6]([O:7][CH3:8])[N:5]([C:24]([NH:23][S:20]([C:15]2[CH:16]=[CH:17][CH:18]=[CH:19][C:14]=2[C:12]([O:11][CH3:10])=[O:13])(=[O:22])=[O:21])=[O:25])[NH:4][C:3]1=[O:9]. The reactants are ON1C(NN=C1OC)=O (4-hydroxy-5-methoxy-2,4-dihydro-3H-1,2,4-triazol-3-one), COC(=O)C1=C(C=CC=C1)S(=O)(=O)N=C=O (2-methoxycarbonyl-phenylsulphonyl isocyanate). Reaction conditions: temperature 20 celsius, time 5 hour. Reported procedure: A mixture of 1.31 g (10 mmol) of 4-hydroxy-5-methoxy-2,4-dihydro-3H-1,2,4-triazol-3-one, 2.89 g (12 mmol) of 2-methoxycarbonyl-phenylsulphonyl isocyanate and 40 ml of acetonitrile is stirred for 5 hours at 20° C. and subsequently concentrated under a water pump vacuum. The residue is stirred with diethyl ether, and the product which has been obtained in crystalline form is isolated by filtration with suction and recrystallised from isopropanol. 1.22 g (33% of theory) of 4-hydroxy-5-methoxy-1-(2-... Product: ON1C(NN(C1OC)C(=O)NS(=O)(=O)C1=C(C=CC=C1)C(=O)OC)=O (4-hydroxy-5-methoxy-1-(2-methoxycarbonyl-phenylsulphonylaminocarbonyl)-2,4-dihydro-3H-1,2,4-triazol-3-one). Isolated yield 32.6%.